describe an organic reaction: reactants, conditions, products, and yield From a dataset of the Open Reaction Database (ORD), a public repository of structured organic reaction records. The reactants are Cl.C1(CC1)N (cyclopropylamine hydrochloride), C(CC(=O)C)(=O)OCC (ethyl acetoacetate), FC(C1=CC=C(C=C(C(=O)OC)C(=O)C)C=C1)(F)F (methyl 2-(4-trifluoromethylbenzylidene)acetoacetate). Solvent: N1=CC=CC=C1 (pyridine). The product is C1(CC1)N1C(=C(C(C(=C1C)C(=O)OCC)C1=CC=C(C=C1)C(F)(F)F)C(=O)OC)C (Methyl ethyl 1-cyclopropyl-2,6-dimethyl-4-(4-trifluoromethylphenyl)-1,4-dihydro-pyridine-3,5-dicarboxylate). RXN SMILES: Cl.[CH:2]1([NH2:5])[CH2:4][CH2:3]1.[C:6]([O:12][CH2:13][CH3:14])(=[O:11])[CH2:7][C:8]([CH3:10])=O.[F:15][C:16]([F:33])([F:32])[C:17]1[CH:31]=[CH:30][C:20]([CH:21]=[C:22]([C:27]([CH3:29])=O)[C:23]([O:25][CH3:26])=[O:24])=[CH:19][CH:18]=1>N1C=CC=CC=1>[CH:2]1([N:5]2[C:8]([CH3:10])=[C:7]([C:6]([O:12][CH2:13][CH3:14])=[O:11])[CH:21]([C:20]3[CH:30]=[CH:31][C:17]([C:16]([F:33])([F:32])[F:15])=[CH:18][CH:19]=3)[C:22]([C:23]([O:25][CH3:26])=[O:24])=[C:27]2[CH3:29])[CH2:4][CH2:3]1 |f:0.1|. Procedure: 3.6 g (0.039 mol) of cyclopropylamine hydrochloride are added to a solution of 3.9 g (0.03 mol) of ethyl acetoacetate and 8.16 g (0.03 mol) of methyl 2-(4-trifluoromethylbenzylidene)acetoacetate in 50 ml of pyridine and the mixture is heated under reflux for 5 hours. The reaction product is concentrated in vacuo, the residue is taken up in methylene chloride and water, the aqueous phase is separated off, and the methylene chloride solution is dried over sodium sulphate and evaporated. The residu... Starting materials: Cl (hydrochloride), C(C)(=O)O (acetic acid), C(C)(C)(C)C1=NSC(=C1)NC(=O)[C@H]1NCCCC1 ((S)-Piperidine-2-carboxylic acid (3-tert-butyl-isothiazol-5-yl)-amide), C1COCCC1C=O (tetrahydropyranyl-4-carboxaldehyde), C(C)(=O)O[BH-](OC(C)=O)OC(C)=O.[Na+] (sodium triacetoxyborohydride). Run in CN(C)C=O (DMF), CN(C)C=O (DMF), CN(C)C=O (DMF). Reaction conditions: time 4 hour. Product: C(C)(C)(C)C1=NSC(=C1)NC(=O)[C@H]1N(CCCC1)CC1CCOCC1 ((S)-1-(Tetrahydro-pyran-4-ylmethyl)-piperidine-2-carboxylic acid (3-tert-butyl-isothiazol-5-yl)-amide). RXN SMILES: [C:1]([C:5]1[CH:9]=[C:8]([NH:10][C:11]([C@@H:13]2[CH2:18][CH2:17][CH2:16][CH2:15][NH:14]2)=[O:12])[S:7][N:6]=1)([CH3:4])([CH3:3])[CH3:2].Cl.C(O)(=O)C.[CH2:24]1[CH:29]([CH:30]=O)[CH2:28][CH2:27][O:26][CH2:25]1.C(O[BH-](OC(=O)C)OC(=O)C)(=O)C.[Na+]>CN(C=O)C>[C:1]([C:5]1[CH:9]=[C:8]([NH:10][C:11]([C@@H:13]2[CH2:18][CH2:17][CH2:16][CH2:15][N:14]2[CH2:30][CH:29]2[CH2:28][CH2:27][O:26][CH2:25][CH2:24]2)=[O:12])[S:7][N:6]=1)([CH3:4])([CH3:2])[CH3:3] |f:4.5|. Procedure: To a solution of (S)-Piperidine-2-carboxylic acid (3-tert-butyl-isothiazol-5-yl)-amide; hydrochloride (40.4 mg; 0.11 mmol) in DMF (1 mL) is added acetic acid (0.05 mL; 0.87 mmol) and a solution of tetrahydropyranyl-4-carboxaldehyde (37.7 mg; 0.33 mmol) in DMF (1 mL). The reaction is shaken for 4 hours. To the mixture is added a solution of sodium triacetoxyborohydride (93.2 mg; 0.44 mmol) in DMF (0.4 mL). The reaction mixture is shaken for 16 hours at room temperature. After this time, the react... Reactants: CCO, O=[N+]([O-])c1ccc2ccncc2c1. Product: Nc1ccc2ccncc2c1. Reaction SMILES: [CH3:14][CH2:15][OH:16].[N+:1]([O-:2])(=[O:3])[c:4]1[cH:5][cH:6][c:7]2[cH:8][cH:9][n:10][cH:11][c:12]2[cH:13]1>>[NH2:1][c:4]1[cH:5][cH:6][c:7]2[cH:8][cH:9][n:10][cH:11][c:12]2[cH:13]1. Starting materials: O=C([O-])[O-], ClCCl, CC#N, N#CCCl, [K+], [K+], CC(=O)NCC1CN(c2ccc(C3CCNCC3)c(F)c2)C(=O)O1. The product is CC(=O)NCC1CN(c2ccc(C3CCN(CC#N)CC3)c(F)c2)C(=O)O1. RXN SMILES: [C:29](=[O:30])([O-:31])[O-:32].[CH2:38]([Cl:39])[Cl:40].[CH3:35][C:36]#[N:37].[Cl:25][CH2:26][C:27]#[N:28].[K+:33].[K+:34].[O:1]=[C:2]1[O:3][CH:4]([CH2:20][NH:21][C:22]([CH3:23])=[O:24])[CH2:5][N:6]1[c:7]1[cH:8][c:9]([F:19])[c:10]([CH:13]2[CH2:14][CH2:15][NH:16][CH2:17][CH2:18]2)[cH:11][cH:12]1>>[O:1]=[C:2]1[O:3][CH:4]([CH2:20][NH:21][C:22]([CH3:23])=[O:24])[CH2:5][N:6]1[c:7]1[cH:8][c:9]([F:19])[c:10]([CH:13]2[CH2:14][CH2:15][N:16]([CH2:26][C:27]#[N:28])[CH2:17][CH2:18]2)[cH:11][cH:12]1.